Task: describe an organic reaction: reactants, conditions, products, and yield. Dataset: the Open Reaction Database (ORD), a public repository of structured organic reaction records Reactants: CCOC(=O)C1=C2CN(C(=O)C3=C(N2C=N1)C=CC(=C3)F)C (Ro 15-1788). Solvent: [OH-].[K+] (KOH). Reaction conditions: time 24 hour. The product is FC=1C=CC2=C(C(N(CC=3N2C=NC3C(=O)O)C)=O)C1 (8-Fluoro-5,6-dihydro-5-methyl-6-oxo-4H-imidazo[1,5-a][1,4]benzodiazepine-3-carboxylic acid). Isolated yield 96.5%. As a reaction SMILES: CC[O:3][C:4]([C:6]1[N:16]=[CH:15][N:14]2[C:7]=1[CH2:8][N:9]([CH3:22])[C:10]([C:12]1[CH:20]=[C:19]([F:21])[CH:18]=[CH:17][C:13]=12)=[O:11])=[O:5]>[OH-].[K+]>[F:21][C:19]1[CH:18]=[CH:17][C:13]2[N:14]3[CH:15]=[N:16][C:6]([C:4]([OH:5])=[O:3])=[C:7]3[CH2:8][N:9]([CH3:22])[C:10](=[O:11])[C:12]=2[CH:20]=1 |f:1.2|. Reported procedure: Ro 15-1788 (0.82 g, 2.71 mmol) was dissolved in 80 ml of 10% methanolic KOH and the solution was stirred for 24 h at room temperature. The solvent was evaporated in vacuo and the residue was dissolved in 50 ml of distilled water. The aqueous solution was cooled to 4° C. and the pH adjusted to 6 by dropwise addition of 1M aqueous HCl. The desired product was crystallized from the solution at pH 6. The solution was left to stand at 4° C. for 10 min and filtered. The filter cake was washed with ice... Starting materials: CN(C)C=O, CI, ClCCl, Cc1ncc(Br)c(C(=O)NCc2cc(C(F)(F)F)cc(C(F)(F)F)c2)n1, O. The product is Cc1ncc(Br)c(C(=O)N(C)Cc2cc(C(F)(F)F)cc(C(F)(F)F)c2)n1. RXN SMILES: [CH3:27][N:28]([CH3:29])[CH:30]=[O:31].[CH3:32][I:33].[Cl:35][CH2:36][Cl:37].[F:1][C:2]([c:3]1[cH:4][c:5]([CH2:6][NH:7][C:8](=[O:9])[c:10]2[n:11][c:12]([CH3:17])[n:13][cH:14][c:15]2[Br:16])[cH:18][c:19]([C:21]([F:22])([F:23])[F:24])[cH:20]1)([F:25])[F:26].[OH2:34]>>[F:1][C:2]([c:3]1[cH:4][c:5]([CH2:6][N:7]([C:8](=[O:9])[c:10]2[n:11][c:12]([CH3:17])[n:13][cH:14][c:15]2[Br:16])[CH3:27])[cH:18][c:19]([C:21]([F:22])([F:23])[F:24])[cH:20]1)([F:25])[F:26]. Starting materials: FC1=C(C=CC=C1)N1N=NC(=C1C1=CC=NC=C1)C1=NC(=NO1)C1=CC=C(C=O)C=C1 (4-(5-(1-(2-fluorophenyl)-5-(pyridin-4-yl)-1H-1,2,3-triazol-4-yl)-1,2,4-oxadiazol-3-yl)benzaldehyde), N1[C@@H](CCC1)C(=O)O ((S)-pyrrolidine-2-carboxylic acid). Yields the product FC1=C(C=CC=C1)N1N=NC(=C1C1=CC=NC=C1)C1=NC(=NO1)C1=CC=C(CN2[C@H](C(=O)O)CCC2)C=C1 (1-(4-{5-[1(2-fluorophenyl)-5-pyridin-4-yl-1H-1,2,3-triazol-4-yl]-1,2,4-oxadiazol-3-yl}benzyl)-L-proline), Example 159. Reaction SMILES: [F:1][C:2]1[CH:7]=[CH:6][CH:5]=[CH:4][C:3]=1[N:8]1[C:12]([C:13]2[CH:18]=[CH:17][N:16]=[CH:15][CH:14]=2)=[C:11]([C:19]2[O:23][N:22]=[C:21]([C:24]3[CH:31]=[CH:30][C:27]([CH:28]=O)=[CH:26][CH:25]=3)[N:20]=2)[N:10]=[N:9]1.[NH:32]1[CH2:36][CH2:35][CH2:34][C@H:33]1[C:37]([OH:39])=[O:38]>>[F:1][C:2]1[CH:7]=[CH:6][CH:5]=[CH:4][C:3]=1[N:8]1[C:12]([C:13]2[CH:14]=[CH:15][N:16]=[CH:17][CH:18]=2)=[C:11]([C:19]2[O:23][N:22]=[C:21]([C:24]3[CH:25]=[CH:26][C:27]([CH2:28][N:32]4[CH2:36][CH2:35][CH2:34][C@H:33]4[C:37]([OH:39])=[O:38])=[CH:30][CH:31]=3)[N:20]=2)[N:10]=[N:9]1. Procedure: The title compound was prepared following the procedure described for Example 94, but starting from 4-(5-(1-(2-fluorophenyl)-5-(pyridin-4-yl)-1H-1,2,3-triazol-4-yl)-1,2,4-oxadiazol-3-yl)benzaldehyde, obtained as described in Example 113, Step 1, (200 mg; 0.48 mmol) and (S)-pyrrolidine-2-carboxylic acid (111 mg; 0.97 mmol) to give Example 159 as an off-white solid. 1H NMR: (DMSO-d6, 400 MHz) δ 8.77-8.74 (2H, m), 7.98-7.87 (3H, m), 7.76-7.69 (1H, m), 7.64-7.57 (4H, m), 7.52 (2H, t, J=8.5 Hz), 4.11... Reactants: [Br-], CCCc1ccc(C[P+](c2ccccc2)(c2ccccc2)c2ccccc2)cc1, C1CCOC1, CC(C)(C)[O-], O=CC1CCC(=O)CC1, [K+], O. Product: CCCc1ccc(C=CC2CCC(=O)CC2)cc1. RXN SMILES: [Br-:1].[CH2:2]([CH2:3][CH3:4])[c:5]1[cH:6][cH:7][c:8]([CH2:9][P+:10]([c:11]2[cH:12][cH:13][cH:14][cH:15][cH:16]2)([c:17]2[cH:18][cH:19][cH:20][cH:21][cH:22]2)[c:23]2[cH:24][cH:25][cH:26][cH:27][cH:28]2)[cH:29][cH:30]1.[CH2:47]1[O:48][CH2:49][CH2:50][CH2:51]1.[CH3:31][C:32]([CH3:33])([O-:34])[CH3:35].[CH:37](=[O:38])[CH:39]1[CH2:40][CH2:41][C:42](=[O:45])[CH2:43][CH2:44]1.[K+:36].[OH2:46]>>[CH2:2]([CH2:3][CH3:4])[c:5]1[cH:6][cH:7][c:8]([CH:9]=[CH:37][CH:39]2[CH2:40][CH2:41][C:42](=[O:45])[CH2:43][CH2:44]2)[cH:29][cH:30]1.